Task: describe an organic reaction: reactants, conditions, products, and yield. Dataset: the Open Reaction Database (ORD), a public repository of structured organic reaction records Starting materials: FC(F)(F)COc1ccn2nc(SCc3ccccc3)nc2n1, CCO. The product is CCOc1ccn2nc(SCc3ccccc3)nc2n1. Reaction SMILES: [CH2:1]([c:2]1[cH:3][cH:4][cH:5][cH:6][cH:7]1)[S:8][c:9]1[n:10][n:11]2[c:12]([n:13][c:14]([O:17][CH2:18][C:19]([F:20])([F:21])[F:22])[cH:15][cH:16]2)[n:23]1.[CH3:24][CH2:25][OH:26]>>[CH2:1]([c:2]1[cH:3][cH:4][cH:5][cH:6][cH:7]1)[S:8][c:9]1[n:10][n:11]2[c:12]([n:13][c:14]([O:17][CH2:18][CH3:19])[cH:15][cH:16]2)[n:23]1.